From a dataset of the Open Reaction Database (ORD), a public repository of structured organic reaction records. describe an organic reaction: reactants, conditions, products, and yield The reactants are C([O-])([O-])=O.[K+].[K+] (potassium carbonate), Cl.N1(CCNCC1)C=1SC=C(N1)C(=O)O (2-(1-piperazinyl)-4-thiazolecarboxylate monohydrochloride), Cl.N1(CCNCC1)C=1SC=C(N1)C(=O)OCC (ethyl 2-(1-piperazinyl)-4-thiazolecarboxylate monohydrochloride), C(C)OC(=O)C=1N=C(SC1)C1CCN(CC1)C(CN1N=C(C=C1C)C(F)(F)F)=O (ethyl-2-[1-[[5-methyl-3-(trifluoromethyl)-1H-pyrazol-1-yl]acetyl]-4-piperidinyl]-4-thiazolecarboxylate). The solvent is C(C)N(CC)CC (triethylamine), ClCCl (dichloromethane), ClCCl (dichloromethane), ClCCl (dichloromethane). Conditions: time 3 hour. Yields the product C(C)OC(=O)C=1N=C(SC1)N1CCN(CC1)C(CN1N=C(C=C1C)C(F)(F)F)=O (ethyl-2-[4-[[5-methyl-3-(trifluoromethyl)-1H-pyrazol-1-yl]acetyl]-1-piperazinyl]-4-thiazolecarboxylate). As a reaction SMILES: C(OC(C1N=C(C2[CH2:16][CH2:15][N:14]([C:17](=[O:29])[CH2:18][N:19]3[C:23]([CH3:24])=[CH:22][C:21]([C:25]([F:28])([F:27])[F:26])=[N:20]3)[CH2:13][CH2:12]2)SC=1)=O)C.Cl.N1(C2SC=C(C(O)=O)N=2)CCNCC1.Cl.[N:46]1([C:52]2[S:53][CH:54]=[C:55]([C:57]([O:59][CH2:60][CH3:61])=[O:58])[N:56]=2)CCNCC1.C(=O)([O-])[O-].[K+].[K+]>ClCCl.C(N(CC)CC)C>[CH2:60]([O:59][C:57]([C:55]1[N:56]=[C:52]([N:46]2[CH2:12][CH2:13][N:14]([C:17](=[O:29])[CH2:18][N:19]3[C:23]([CH3:24])=[CH:22][C:21]([C:25]([F:26])([F:27])[F:28])=[N:20]3)[CH2:15][CH2:16]2)[S:53][CH:54]=1)=[O:58])[CH3:61] |f:1.2,3.4,5.6.7|. Procedure: 5-Methyl-3-(trifluoromethyl)-1H-pyrazole-1-acetyl chloride (1.05 g, 2.5 mmol) (prepared as described in Example 19, step B) was dissolved in 10 mL of dichloromethane and added to a mixture of 2-(1-piperazinyl)-4-thiazolecarboxylate monohydrochloride (1.0 g, 3.0 mmol) (i.e. the product of Example 30, Step B) and powdered anhydrous potassium carbonate (2.2 g, 15.9 mmol) in 20 mL of dichloromethane at 0° C. The reaction mixture was allowed to warm to room temperature and stirred for 3 h. Then triet... The reactants are C(C)(=O)NC(CO[Si](C)(C)C(C)(C)C)(CO[Si](C)(C)C(C)(C)C)CCC1=CC=C(C=C1)C=O (2-acetamido-1,3-bis(tert-butyldimethylsilyloxy)-2-(2-(4-formylphenyl)ethyl)propane), [Mg] (magnesium), BrCCCCC1=CC=CC=C1 (1-bromo-4-phenylbutane), Cl (Hydrochloric acid). Solvent: O1CCCC1 (tetrahydrofuran), O1CCCC1 (tetrahydrofuran), O1CCCC1 (tetrahydrofuran). Reaction conditions: time 1.5 hour. Yields the product C(C)(=O)NC(CO[Si](C)(C)C(C)(C)C)(CO[Si](C)(C)C(C)(C)C)CCC1=CC=C(C=C1)C(CCCCC1=CC=CC=C1)O (2-acetamido-1,3-bis(tert-butyldimethylsilyloxy)-2-(2-(4-(1hydroxy-5-phenylpentyl)phenyl)ethyl)propane). The yield is 83.2%. Reaction SMILES: [Mg].Br[CH2:3][CH2:4][CH2:5][CH2:6][C:7]1[CH:12]=[CH:11][CH:10]=[CH:9][CH:8]=1.[C:13]([NH:16][C:17]([CH2:36][CH2:37][C:38]1[CH:43]=[CH:42][C:41]([CH:44]=[O:45])=[CH:40][CH:39]=1)([CH2:27][O:28][Si:29]([C:32]([CH3:35])([CH3:34])[CH3:33])([CH3:31])[CH3:30])[CH2:18][O:19][Si:20]([C:23]([CH3:26])([CH3:25])[CH3:24])([CH3:22])[CH3:21])(=[O:15])[CH3:14].Cl>O1CCCC1>[C:13]([NH:16][C:17]([CH2:36][CH2:37][C:38]1[CH:43]=[CH:42][C:41]([CH:44]([OH:45])[CH2:3][CH2:4][CH2:5][CH2:6][C:7]2[CH:12]=[CH:11][CH:10]=[CH:9][CH:8]=2)=[CH:40][CH:39]=1)([CH2:27][O:28][Si:29]([C:32]([CH3:33])([CH3:34])[CH3:35])([CH3:31])[CH3:30])[CH2:18][O:19][Si:20]([C:23]([CH3:26])([CH3:25])[CH3:24])([CH3:22])[CH3:21])(=[O:15])[CH3:14]. Procedure details: To a solution of magnesium (0.27 g) in anhydrous tetrahydrofuran (5 ml) was dropwise added a solution of 1-bromo-4-phenylbutane (2.35 g) in anhydrous tetrahydrofuran (5 ml) under a nitrogen atmosphere, and the mixture was stirred for 1.5 hours. To this solution was dropwise added a solution of 2-acetamido-1,3-bis(tert-butyldimethylsilyloxy)-2-(2-(4-formylphenyl)ethyl)propane (1.2 g) in anhydrous tetrahydrofuran (15 ml) and the mixture was stirred for 1 hour. 3% Hydrochloric acid was poured into ... Reactants: C=CCn1c(-c2ccc(OC)cc2CO[Si](C(C)C)(C(C)C)C(C)C)c(C2CCCCC2)c2ccc(C(=O)OC)cc21, C1CCOC1, CCCC[N+](CCCC)(CCCC)CCCC, [F-]. Yields the product C=CCn1c(-c2ccc(OC)cc2CO)c(C2CCCCC2)c2ccc(C(=O)OC)cc21. RXN SMILES: [CH2:1]([CH:2]=[CH2:3])[n:4]1[c:5](-[c:23]2[c:24]([CH2:31][O:32][Si:33]([CH:34]([CH3:35])[CH3:36])([CH:37]([CH3:38])[CH3:39])[CH:40]([CH3:41])[CH3:42])[cH:25][c:26]([O:29][CH3:30])[cH:27][cH:28]2)[c:6]([CH:17]2[CH2:18][CH2:19][CH2:20][CH2:21][CH2:22]2)[c:7]2[cH:8][cH:9][c:10]([C:13](=[O:14])[O:15][CH3:16])[cH:11][c:12]12.[CH2:61]1[O:62][CH2:63][CH2:64][CH2:65]1.[CH3:44][CH2:45][CH2:46][CH2:47][N+:48]([CH2:49][CH2:50][CH2:51][CH3:52])([CH2:53][CH2:54][CH2:55][CH3:56])[CH2:57][CH2:58][CH2:59][CH3:60].[F-:43]>>[CH2:1]([CH:2]=[CH2:3])[n:4]1[c:5](-[c:23]2[c:24]([CH2:31][OH:32])[cH:25][c:26]([O:29][CH3:30])[cH:27][cH:28]2)[c:6]([CH:17]2[CH2:18][CH2:19][CH2:20][CH2:21][CH2:22]2)[c:7]2[cH:8][cH:9][c:10]([C:13](=[O:14])[O:15][CH3:16])[cH:11][c:12]12. Reaction SMILES: [C:39]([OH:40])(=[O:41])[CH3:42].[CH2:43]1[O:44][CH2:45][CH2:46][CH2:47]1.[Li+:1].[O:3]=[S:4]1(=[O:38])[CH2:5][C:6]([CH2:30][CH2:31][CH2:32][CH3:33])([CH2:34][CH2:35][CH2:36][CH3:37])[CH2:7][N:8]([c:24]2[cH:25][cH:26][cH:27][cH:28][cH:29]2)[c:9]2[c:10]1[cH:11][c:12]([O:17][CH2:18][C:19](=[O:20])[O:21][CH2:22][CH3:23])[c:13]([O:15][CH3:16])[cH:14]2.[OH-:2].[OH2:48]>>[O:3]=[S:4]1(=[O:38])[CH2:5][C:6]([CH2:30][CH2:31][CH2:32][CH3:33])([CH2:34][CH2:35][CH2:36][CH3:37])[CH2:7][N:8]([c:24]2[cH:25][cH:26][cH:27][cH:28][cH:29]2)[c:9]2[c:10]1[cH:11][c:12]([O:17][CH2:18][C:19](=[O:20])[OH:21])[c:13]([O:15][CH3:16])[cH:14]2. Product: CCCCC1(CCCC)CN(c2ccccc2)c2cc(OC)c(OCC(=O)O)cc2S(=O)(=O)C1. Starting materials: CC(=O)O, C1CCOC1, [Li+], CCCCC1(CCCC)CN(c2ccccc2)c2cc(OC)c(OCC(=O)OCC)cc2S(=O)(=O)C1, [OH-], O.